From a dataset of the Open Reaction Database (ORD), a public repository of structured organic reaction records. describe an organic reaction: reactants, conditions, products, and yield The reactants are CN1CCCC1=O (N-Methyl pyrrolidinone), [NH4+].[Cl-] (NH4Cl), C(C)(=O)O[BH-](OC(C)=O)OC(C)=O.[Na+] (sodium triacetoxyborohydride), [Li]CCCC (BuLi), BrC1=NC=C(C=C1)Br (2,5-dibromopyridine), [OH-].[Na+] (NaOH). Solvent: hexanes, CCOCC (Et2O). Run at temperature -78 celsius, time 1 hour. The product is BrC1=NC=C(C=C1)C1N(CCC1)C (2-Bromo-5-(1-methylpyrrolidin-2-yl)pyridine). Reaction SMILES: [Li]CCCC.[Br:6][C:7]1[CH:12]=[CH:11][C:10](Br)=[CH:9][N:8]=1.[CH3:14][N:15]1[C:19](=O)[CH2:18][CH2:17][CH2:16]1.[NH4+].[Cl-].C(O[BH-](OC(=O)C)OC(=O)C)(=O)C.[Na+].[OH-].[Na+]>CCOCC>[Br:6][C:7]1[CH:12]=[CH:11][C:10]([CH:16]2[CH2:17][CH2:18][CH2:19][N:15]2[CH3:14])=[CH:9][N:8]=1 |f:3.4,5.6,7.8|. Reported procedure: A solution of BuLi (16.9 mmol) in hexanes (1.6 M, 10.6 ml) was added to a stirred solution of 2,5-dibromopyridine (40 g, 16.9 mmol) in Et2O (300 ml) at −78° C. under N2. The resulting suspension was then stirred at −78° C. for 1 h. N-Methyl pyrrolidinone (1.62 ml, 16.9 mmol) was added and the reaction allowed to warm slowly to room temperature and then stirred at RT for a further 1 h. NH4Cl solution (50 ml) was added and the organics were extracted with Et2O (3×100 ml). The combined organics wer... Run in CO (methanol). The reactants are CC1(CC(C=C(C1C(=O)OCC)C)=O)C (3,3,5-trimethyl-4-ethoxycarbonyl-5-cyclohexen-1-one), solution, OO (H2O2), solution, [OH-].[Na+] (NaOH), Cl (HCl). Reported procedure: 5 g of 3,3,5-trimethyl-4-ethoxycarbonyl-5-cyclohexen-1-one [which can be prepared according to the method described in Example 1] in 800 ml of methanol were cautiously mixed with a solution of 24 ml of a 30% solution of H2O2 and 6 ml of a 6N solution of NaOH. The reaction mixture, after having been stirred for 2 days at room temperature, was neutralized with a diluted HCl solution and the volatile portions were separated by evaporation. Distillation of the residue gave 3,3,5-trimethyl-4-ethoxyca... Run at time 2 day. Yields the product CC1(CC(C2C(C1C(=O)OCC)(O2)C)=O)C (3,3,5-trimethyl-4-ethoxycarbonyl-5,6-epoxy-cyclohexanone). RXN SMILES: [CH3:1][C:2]1([CH3:15])[CH:7]([C:8]([O:10][CH2:11][CH3:12])=[O:9])[C:6]([CH3:13])=[CH:5][C:4](=[O:14])[CH2:3]1.[OH:16]O.[OH-].[Na+].Cl>CO>[CH3:15][C:2]1([CH3:1])[CH:7]([C:8]([O:10][CH2:11][CH3:12])=[O:9])[C:6]2([CH3:13])[O:16][CH:5]2[C:4](=[O:14])[CH2:3]1 |f:2.3|. Starting materials: CC[C@@H]1[C@@H]2C[C@@H](CC[C@@]2([C@H]3CC[C@]4([C@H]([C@@H]3[C@@H]1O)CC[C@@H]4[C@H](C)CCC(=O)O)C)C)O (obeticholic acid), O[C@H]1C[C@H]2CC([C@H]3[C@@H]4CC[C@H]([C@@H](CCC(=O)O)C)[C@]4(CC[C@@H]3[C@]2(CC1)C)C)=O (3α-hydroxy-7-keto-5β-cholan-24-oic acid), OS(=O)(=O)O (H2SO4). Run in CO (CH3OH). Product: COC(CC[C@@H](C)[C@H]1CC[C@H]2[C@@H]3C(C[C@@H]4C[C@@H](CC[C@]4(C)[C@H]3CC[C@]12C)O)=O)=O (3α-hydroxy-7-keto-5β-cholan-24-oic acid methyl ester). As a reaction SMILES: CC[C@H:3]1[C@@H:16]([OH:17])[C@@H:15]2[C@H:10]([CH2:11][CH2:12][C@:13]3([CH3:28])[C@@H:20]([C@@H:21]([CH2:23][CH2:24][C:25]([OH:27])=[O:26])[CH3:22])[CH2:19][CH2:18][C@H:14]32)[C@:9]2([CH3:29])[C@H:4]1[CH2:5][C@H:6]([OH:30])[CH2:7][CH2:8]2.O[C@@H:32]1CC[C@@]2(C)[C@H](CC(=O)[C@@H]3[C@@H]2CC[C@@]2(C)[C@H]3CC[C@@H]2[C@H](C)CCC(O)=O)C1.OS(O)(=O)=O>CO>[CH3:32][O:27][C:25](=[O:26])[CH2:24][CH2:23][C@H:21]([C@@H:20]1[C@:13]2([CH3:28])[C@H:14]([C@H:15]3[C@H:10]([CH2:11][CH2:12]2)[C@:9]2([CH3:29])[C@@H:4]([CH2:5][C@H:6]([OH:30])[CH2:7][CH2:8]2)[CH2:3][C:16]3=[O:17])[CH2:18][CH2:19]1)[CH3:22]. Procedure details: The present invention relates to a process for preparing obeticholic acid Form 1, comprising the steps of reacting 3α-hydroxy-7-keto-5β-cholan-24-oic acid with CH3OH and H2SO4 to form 3α-hydroxy-7-keto-5β-cholan-24-oic acid methyl ester; reacting 3α-hydroxy-7-keto-5β-cholan-24-oic acid methyl ester with Li[N(CH(CH3)2)2] and Si(CH3)3Cl to form 3α,7-ditrimethylsilyloxy-5β-chol-6-en-24-oic acid methyl ester; reacting 3α,7-ditrimethylsilyloxy-5β-chol-6-en-24-oic acid methyl ester with CH3CHO to form... The reactants are C([O-])([O-])=O.[Na+].[Na+] (sodium carbonate), BrC=1C(=NC=CC1)N (3-bromopyridin-2-amine), C1(=CC=CC=C1)C1=CC=C(S1)B(O)O (5-phenylthiophen-2-ylboronic acid). The reagents and catalysts are C=1C=CC(=CC1)[P](C=2C=CC=CC2)(C=3C=CC=CC3)[Pd]([P](C=4C=CC=CC4)(C=5C=CC=CC5)C=6C=CC=CC6)([P](C=7C=CC=CC7)(C=8C=CC=CC8)C=9C=CC=CC9)[P](C=1C=CC=CC1)(C=1C=CC=CC1)C=1C=CC=CC1 (tetrakis(triphenylphosphine)palladium(0)). Run in O (water), O (water), COCCOC (1,2-dimethoxyethane). Conditions: temperature 80 celsius, time 8 hour. Product: C1(=CC=CC=C1)C1=CC=C(S1)C=1C(=NC=CC1)N (3-(5-phenylthiophen-2-yl)pyridin-2-amine). Yield: 60.9%. RXN SMILES: C(=O)([O-])[O-].[Na+].[Na+].Br[C:8]1[C:9]([NH2:14])=[N:10][CH:11]=[CH:12][CH:13]=1.[C:15]1([C:21]2[S:25][C:24](B(O)O)=[CH:23][CH:22]=2)[CH:20]=[CH:19][CH:18]=[CH:17][CH:16]=1>O.COCCOC.C1C=CC([P]([Pd]([P](C2C=CC=CC=2)(C2C=CC=CC=2)C2C=CC=CC=2)([P](C2C=CC=CC=2)(C2C=CC=CC=2)C2C=CC=CC=2)[P](C2C=CC=CC=2)(C2C=CC=CC=2)C2C=CC=CC=2)(C2C=CC=CC=2)C2C=CC=CC=2)=CC=1>[C:15]1([C:21]2[S:25][C:24]([C:8]3[C:9]([NH2:14])=[N:10][CH:11]=[CH:12][CH:13]=3)=[CH:23][CH:22]=2)[CH:20]=[CH:19][CH:18]=[CH:17][CH:16]=1 |f:0.1.2,^1:39,41,60,79|. Procedure: A mixture of sodium carbonate (799 mg), tetrakis(triphenylphosphine)palladium(0) (218 mg), 3-bromopyridin-2-amine (652 mg) and 5-phenylthiophen-2-ylboronic acid (1000 mg) in water (10 mL) and 1,2-dimethoxyethane (50 mL) was stirred under a nitrogen atmosphere at 80° C. overnight. The reaction mixture was added to water, and the mixture was extracted with ethyl acetate. The organic layer was washed with saturated brine, dried over anhydrous magnesium sulfate and concentrated under reduced pressur... The reactants are CC1CN(CC(O1)C)C1=NC=CC(=N1)C1=C(OC=C1)C (2,6-Dimethyl-4-[4-(2-methyl-3-furanyl)-2-pyrimidinyl]morpholine), BrN1C(CCC1=O)=O (N-bromosuccinimide). Solvent: C(Cl)(Cl)Cl (chloroform), O (water). Run at temperature 0 celsius, time 1 hour. Yields the product BrC=1C(=NC(=NC1)N1C[C@H](O[C@H](C1)C)C)C1=C(OC=C1)C (cis-4-[5-Bromo-4-(2-methyl-3-furanyl)-2-pyrimidinyl]-2,6-dimethylmorpholine). The yield is 75.6%. As a reaction SMILES: [CH3:1][CH:2]1[O:7][CH:6]([CH3:8])[CH2:5][N:4]([C:9]2[N:14]=[C:13]([C:15]3[CH:19]=[CH:18][O:17][C:16]=3[CH3:20])[CH:12]=[CH:11][N:10]=2)[CH2:3]1.[Br:21]N1C(=O)CCC1=O>C(Cl)(Cl)Cl.O>[Br:21][C:12]1[C:13]([C:15]2[CH:19]=[CH:18][O:17][C:16]=2[CH3:20])=[N:14][C:9]([N:4]2[CH2:3][C@H:2]([CH3:1])[O:7][C@H:6]([CH3:8])[CH2:5]2)=[N:10][CH:11]=1. Procedure details: 2,6-Dimethyl-4-[4-(2-methyl-3-furanyl)-2-pyrimidinyl]morpholine (737 mg, 2.70 mmol) was dissolved in chloroform (13 mL), cooled in an ice bath and treated with N-bromosuccinimide (480 mg, 2.70 mmol). The resulting mixture was stirred at 0° C. for 1 hour. The reaction mixture was diluted with water and extracted with ethyl acetate (×2). The ethyl acetate layers were combined, dried over magnesium sulfate and evaporated under reduced pressure. The residue was purified by SP4 Biotage column chromat... Reactants: C(C)(C)(C)C1=C(C=CC(=C1)C(C)(C)C)O (2,4-di-tert-butylphenol), Cl (hydrochloric acid), O1CCC(CC1)=O (tetrahydro-4H-pyran-4-one), C(C)(=O)O (acetic acid). The solvent is C1(=CC=CC=C1)C (toluene). Conditions: time 60 hour. Product: C(C)(C)(C)C1=C(C(=CC(=C1)C(C)(C)C)C=1CCOCC1)O (2,4-di-tert-butyl-6-(3,6-dihydro-2H-pyran-4-yl)phenol). The yield is 47.1%. Reaction SMILES: [C:1]([C:5]1[CH:10]=[C:9]([C:11]([CH3:14])([CH3:13])[CH3:12])[CH:8]=[CH:7][C:6]=1[OH:15])([CH3:4])([CH3:3])[CH3:2].[O:16]1[CH2:21][CH2:20][C:19](=O)[CH2:18][CH2:17]1.C(O)(=O)C.Cl>C1(C)C=CC=CC=1>[C:1]([C:5]1[CH:10]=[C:9]([C:11]([CH3:14])([CH3:13])[CH3:12])[CH:8]=[C:7]([C:19]2[CH2:20][CH2:21][O:16][CH2:17][CH:18]=2)[C:6]=1[OH:15])([CH3:4])([CH3:3])[CH3:2]. Reported procedure: A mixture consisting of 21.9 g (0.106 mol) of 2,4-di-tert-butylphenol, 5.3 g (0.053 mol) of tetrahydro-4H-pyran-4-one and 5 ml of acetic acid is melted melted together and is then saturated, with stirring, with hydrochloric acid gas at 40-45° C. After standing for 60 hours at room temperature, the reaction mixture is diluted with toluene and washed with water, sodium chloride solution and sodium hydrogencarbonate solution. The organic phase is dried over magnesium sulfate and concentrated on a r...